Dataset: the Open Reaction Database (ORD), a public repository of structured organic reaction records. Task: describe an organic reaction: reactants, conditions, products, and yield Reactants: C([C@@H]1[C@H]([C@@H]([C@H]([C@H](O1)O[C@]2([C@H]([C@@H]([C@H](O2)CO)O)O)CO)O)O)O)O (sucrose), polysorbate 80, N[C@@H](CCCNC(N)=N)C(=O)O (L-arginine), N[C@@H](CC1=CC=CC=C1)C(=O)O (L-phenylalanine), amino acids, amino acids, sugar. The product is C([C@@H]1[C@H]([C@@H]([C@H]([C@H](O1)O[C@]2([C@H]([C@@H]([C@H](O2)CO)O)O)CO)O)O)O)O.N[C@@H](CCCNC(N)=N)C(=O)O.N[C@@H](CC1=CC=CC=C1)C(=O)O (Sucrose L-arginine L-phenylalanine). Reaction SMILES: [NH2:1][C@H:2]([C:10]([OH:12])=[O:11])[CH2:3][CH2:4][CH2:5][NH:6][C:7](=[NH:9])[NH2:8].[NH2:13][C@H:14]([C:22]([OH:24])=[O:23])[CH2:15][C:16]1[CH:21]=[CH:20][CH:19]=[CH:18][CH:17]=1.[CH2:25]([OH:47])[C@H:26]1[O:31][C@H:30]([O:32][C@:33]2([CH2:42][OH:43])[O:37][C@H:36]([CH2:38][OH:39])[C@@H:35]([OH:40])[C@@H:34]2[OH:41])[C@H:29]([OH:44])[C@@H:28]([OH:45])[C@@H:27]1[OH:46]>>[CH2:25]([OH:47])[C@H:26]1[O:31][C@H:30]([O:32][C@:33]2([CH2:42][OH:43])[O:37][C@H:36]([CH2:38][OH:39])[C@@H:35]([OH:40])[C@@H:34]2[OH:41])[C@H:29]([OH:44])[C@@H:28]([OH:45])[C@@H:27]1[OH:46].[NH2:1][C@H:2]([C:10]([OH:12])=[O:11])[CH2:3][CH2:4][CH2:5][NH:6][C:7](=[NH:8])[NH2:9].[NH2:13][C@H:14]([C:22]([OH:24])=[O:23])[CH2:15][C:16]1[CH:21]=[CH:20][CH:19]=[CH:18][CH:17]=1 |f:3.4.5|. Procedure: Increasing amounts of L-arginine and L-phenylalanine in equal proportions (g/g) were added to a sucrose solution which contained 50 mg sucrose and 0.1 mg polysorbate 80 per ml. The samples were prepared as in example 1, dried and analysed. With amounts of up to 10 mg of each amino acid completely crystalline products were obtained. Partially amorphous products with a glass transition could only be identified above 10 mg L-arginine and 10 mg L-phenylalanine per ml. In this example not only the dr... Starting materials: BrCC1CC1 (1-bromomethylcyclopropane), C([O-])([O-])=O.[K+].[K+] (potassium carbonate), Cl.ClC1=C(C=CC(=C1)Cl)C1=CC=2N(C(N1)=O)N=C(N2)C2CCNCC2 (7-(2,4-dichlorophenyl)-2-(piperidin-4-yl)[1,2,4]triazolo[1,5-c]pyrimidin-5(6H)-one hydrochloride). Run in CN(C)C=O (DMF). Reaction conditions: temperature 80 celsius, time 16 hour. Product: Cl.C1(CC1)CN1CCC(CC1)C1=NN2C(NC(=CC2=N1)C1=C(C=C(C=C1)Cl)Cl)=O (2-[1-(Cyclopropylmethyl)piperidin-4-yl]-7-(2,4-dichlorophenyl)[1,2,4]triazolo[1,5-c]pyrimidin-5(6H)-one hydrochloride). As a reaction SMILES: Cl.[Cl:2][C:3]1[CH:8]=[C:7]([Cl:9])[CH:6]=[CH:5][C:4]=1[C:10]1[NH:15][C:14](=[O:16])[N:13]2[N:17]=[C:18]([CH:20]3[CH2:25][CH2:24][NH:23][CH2:22][CH2:21]3)[N:19]=[C:12]2[CH:11]=1.Br[CH2:27][CH:28]1[CH2:30][CH2:29]1.C(=O)([O-])[O-].[K+].[K+]>CN(C=O)C>[ClH:2].[CH:28]1([CH2:27][N:23]2[CH2:24][CH2:25][CH:20]([C:18]3[N:19]=[C:12]4[N:13]([C:14](=[O:16])[NH:15][C:10]([C:4]5[CH:5]=[CH:6][C:7]([Cl:9])=[CH:8][C:3]=5[Cl:2])=[CH:11]4)[N:17]=3)[CH2:21][CH2:22]2)[CH2:30][CH2:29]1 |f:0.1,3.4.5,7.8|. Reported procedure: 1.00 g (2.50 mmol) of 7-(2,4-dichlorophenyl)-2-(piperidin-4-yl)[1,2,4]triazolo[1,5-c]pyrimidin-5(6H)-one hydrochloride were initially charged in DMF (6 ml), and 268 μl (2.75 mmol) of 1-bromomethylcyclopropane and 759 mg (5.49 mmol) of potassium carbonate were added. The reaction mixture was stirred at 80° C. for 16 h, the solution was then filtered and ethyl acetate (100 ml) and water (75 ml) were added. The phases were separated and the aqueous phase was extracted with ethyl acetate (two times ... Starting materials: SC1=NC(=CC(=N1)O)CCC (2-mercapto-4-hydroxy-6-propyl pyrimidine), ClC(C(Cl)Cl)(SCl)Cl (1,1,2,2-tetrachloroethylsulfenyl chloride). Solvent: COCCOC (1,2-dimethoxyethane). The product is Cl.OC1=NC=NC(=C1)CCC (4-hydroxy-6-propyl pyrimidine hydrochloride). RXN SMILES: S[C:2]1[N:7]=[C:6]([OH:8])[CH:5]=[C:4]([CH2:9][CH2:10][CH3:11])[N:3]=1.[Cl:12]C(Cl)(SCl)C(Cl)Cl>COCCOC>[ClH:12].[OH:8][C:6]1[CH:5]=[C:4]([CH2:9][CH2:10][CH3:11])[N:3]=[CH:2][N:7]=1 |f:3.4|. Procedure details: To a slurry of 5.0 g (0.029 mol) of 2-mercapto-4-hydroxy-6-propyl pyrimidine in 50 ml of 1,2-dimethoxyethane was added 6.9 g (0.029 mol) of 1,1,2,2-tetrachloroethylsulfenyl chloride. The resulting mixture was heated at the reflux temperature for 10 minutes, and then filtered while still hot. The solvent was removed by evaporation under reduced pressure to give 8.8 g of 1,1,2,2-tetrachloroethylsulfenylmercapto)-4-hydroxy-6-propyl pyrimidine hydrochloride having a melting point of 142°-144° C. Ana... Starting materials: C1(=CC=CC=C1)C(N1C(C2(C3=C(C=CC(=C13)C)F)C1=C(OC2)C=C2OCCC2=C1)=O)C1=CC=CC=C1 (1′-(diphenylmethyl)-4′-fluoro-7′-methyl-5,6-dihydrospiro[benzo[1,2-b:5,4-b′]difuran-3,3′-indol]-2′(1′H)-one), C1(=CC=CC=C1)C(N1C(C2(C3=CC=CC=C13)COC1=C2C=C(C(=C1)OC)C)=O)C1=CC=CC=C1 (1′-(diphenylmethyl)-6-methoxy-5-methylspiro[1-benzofuran-3,3′-indol]-2′(1′H)-one). Yields the product FC1=C2C3(C(NC2=C(C=C1)C)=O)C1=C(OC3)C=C3OCCC3=C1 (4′-fluoro-7′-methyl-5,6-dihydrospiro[benzo[1,2-b:5,4-b′]difuran-3,3′-indol]-2′(1′H)-one). RXN SMILES: C1(C(C2C=CC=CC=2)[N:8]2[C:16]3[C:11](=[C:12]([F:18])[CH:13]=[CH:14][C:15]=3[CH3:17])[C:10]3([CH2:22][O:21][C:20]4[CH:23]=[C:24]5[C:28](=[CH:29][C:19]3=4)[CH2:27][CH2:26][O:25]5)[C:9]2=[O:30])C=CC=CC=1.C1(C(C2C=CC=CC=2)N2C3C(=CC=CC=3)C3(C4C=C(C)C(OC)=CC=4OC3)C2=O)C=CC=CC=1>>[F:18][C:12]1[CH:13]=[CH:14][C:15]([CH3:17])=[C:16]2[C:11]=1[C:10]1([CH2:22][O:21][C:20]3[CH:23]=[C:24]4[C:28](=[CH:29][C:19]1=3)[CH2:27][CH2:26][O:25]4)[C:9](=[O:30])[NH:8]2. Reported procedure: Following the procedure as described in EXAMPLE 3 and making non-critical variations using 1′-(diphenylmethyl)-4′-fluoro-7′-methyl-5,6-dihydrospiro[benzo[1,2-b:5,4-b′]difuran-3,3′-indol]-2′(1′H)-one to replace 1′-(diphenylmethyl)-6-methoxy-5-methylspiro[1-benzofuran-3,3′-indol]-2′(1′H)-one, 4′-fluoro-7′-methyl-5,6-dihydrospiro[benzo[1,2-b:5,4-b′]difuran-3,3′-indol]-2′(1′H)-one was obtained (76%) as a colorless solid: mp>250° C. (diethylether); 1H NMR (300 MHz, DMSO-d6) δ10.84 (s, 1H), 7.12-7.07 ... The reactants are CC(C)(C)c1ccc(C=O)cc1, CCO, CCOCC, Cl, Cl, NO, [Na+], [OH-], O. Yields the product CC(C)(C)c1ccc(C=NO)cc1. Reaction SMILES: [C:4]([CH3:5])([CH3:6])([CH3:7])[c:8]1[cH:9][cH:10][c:11]([CH:12]=[O:13])[cH:14][cH:15]1.[CH3:20][CH2:21][OH:22].[CH3:23][CH2:24][O:25][CH2:26][CH3:27].[ClH:18].[ClH:1].[NH2:2][OH:3].[Na+:17].[OH-:16].[OH2:19]>>[N:2]([OH:3])=[CH:12][c:11]1[cH:10][cH:9][c:8]([C:4]([CH3:5])([CH3:6])[CH3:7])[cH:15][cH:14]1. Procedure details: The 4-[6-(4-Methyl-piperazin-1-yl)-1-(toluene-4-sulfonyl)-1H-indol-2-yl]-2-nitro-phenylamine (0.5 g, 0.99 mmol), was dissolved in 7:3 MeOH/HOAc (100 ml), and hydrogenated in the presence of 5% palladium on carbon (100 mg), overnight. The solution was then filtered through celite, washed with methanol (50 ml), and evaporated. The resulting diamine was dissolved in methanol (20 ml). To this was added a solution of 2-cyanopyridine (154 mg, 1.5 mmol) that had been treated (immediately before) with s... Run in CO (methanol), CO.CC(=O)O (MeOH HOAc). Reactants: C[O-].[Na+] (sodium methoxide), C(C)(=O)O (acetic acid), CN1CCN(CC1)C1=CC=C2C=C(N(C2=C1)S(=O)(=O)C1=CC=C(C=C1)C)C1=CC(=C(C=C1)N)[N+](=O)[O-] (4-[6-(4-Methyl-piperazin-1-yl)-1-(toluene-4-sulfonyl)-1H-indol-2-yl]-2-nitro-phenylamine), C(#N)C1=NC=CC=C1 (2-cyanopyridine). The product is CN1CCN(CC1)C1=CC=C2C=C(N(C2=C1)S(=O)(=O)C1=CC=C(C=C1)C)C=1C=CC2=C(NC(=N2)C2=NC=CC=C2)C1 (6-[6-(4-Methyl-piperazin-1-yl)-1-(toluene-4-sulfonyl)-1H-indol-2-yl]-2-pyridin-2-yl-1H-benzoimidazole). RXN SMILES: [CH3:1][N:2]1[CH2:7][CH2:6][N:5]([C:8]2[CH:16]=[C:15]3[C:11]([CH:12]=[C:13]([C:27]4[CH:32]=[CH:31][C:30]([NH2:33])=[C:29]([N+:34]([O-])=O)[CH:28]=4)[N:14]3[S:17]([C:20]3[CH:25]=[CH:24][C:23]([CH3:26])=[CH:22][CH:21]=3)(=[O:19])=[O:18])=[CH:10][CH:9]=2)[CH2:4][CH2:3]1.[C:37]([C:39]1[CH:44]=[CH:43][CH:42]=[CH:41][N:40]=1)#N.C[O-].[Na+].C(O)(=O)C>CO.CC(O)=O.[Pd].CO>[CH3:1][N:2]1[CH2:7][CH2:6][N:5]([C:8]2[CH:16]=[C:15]3[C:11]([CH:12]=[C:13]([C:27]4[CH:32]=[CH:31][C:30]5[N:33]=[C:37]([C:39]6[CH:44]=[CH:43][CH:42]=[CH:41][N:40]=6)[NH:34][C:29]=5[CH:28]=4)[N:14]3[S:17]([C:20]3[CH:25]=[CH:24][C:23]([CH3:26])=[CH:22][CH:21]=3)(=[O:19])=[O:18])=[CH:10][CH:9]=2)[CH2:4][CH2:3]1 |f:2.3,5.6|. Yield: 26.9%. Conditions: temperature 80 celsius, time 1 day. Reagents/catalysts: [Pd] (palladium on carbon). The reactants are [H]C(C1=CC=C(OC)C=C1)=O, O=C(OCC)C(C(O)=O)F. The reagents and catalysts are CN(C)c1ccncc1, 4Å Molecular Sieve, C1CNCC1. Run in C1COCC1. Conditions: temperature 25 celsius, time 24 hour. Product: O=C(OCC)/C(F)=C/C1=CC=C(OC)C=C1. Isolated yield 68.0%. Starting materials: O=C([O-])[O-], CN(C)C=O, CC(C)Br, [K+], [K+], CC(Cn1ccc2c1-c1cc(O)ccc1C2)N=[N+]=[N-], O. The product is CC(Cn1ccc2c1-c1cc(OC(C)C)ccc1C2)N=[N+]=[N-]. Reaction SMILES: [C:24](=[O:25])([O-:26])[O-:27].[CH3:31][N:32]([CH3:33])[CH:34]=[O:35].[CH:20]([CH3:21])([CH3:22])[Br:23].[K+:28].[K+:29].[N:1](=[N+:2]=[N-:3])[CH:4]([CH2:5][n:6]1[c:7]2[c:8]([cH:9][cH:10]1)[CH2:11][c:12]1[cH:13][cH:14][c:15]([OH:18])[cH:16][c:17]1-2)[CH3:19].[OH2:30]>>[N:1](=[N+:2]=[N-:3])[CH:4]([CH2:5][n:6]1[c:7]2[c:8]([cH:9][cH:10]1)[CH2:11][c:12]1[cH:13][cH:14][c:15]([O:18][CH:20]([CH3:21])[CH3:22])[cH:16][c:17]1-2)[CH3:19]. Reactants: CC1=C(N)C(=CC(=C1)C)C (2,4,6-trimethylaniline), C(C)(C)N(C(C)C)CC (N,N-diisopropylethylamine), BrCC(=O)Br (bromoacetyl bromide). The solvent is C(Cl)Cl (methylene chloride). Run at time 30 minute. The product is CC1=C(C(=CC(=C1)C)C)NC(CBr)=O (N-(2,4.6-Trimethylphenyl) bromoacetamide). Yield: 79.7%. As a reaction SMILES: [CH3:1][C:2]1[CH:8]=[C:7]([CH3:9])[CH:6]=[C:5]([CH3:10])[C:3]=1[NH2:4].C(N(CC)C(C)C)(C)C.[Br:20][CH2:21][C:22](Br)=[O:23]>C(Cl)Cl>[CH3:1][C:2]1[CH:8]=[C:7]([CH3:9])[CH:6]=[C:5]([CH3:10])[C:3]=1[NH:4][C:22](=[O:23])[CH2:21][Br:20]. Procedure details: To a stirred solution of 2,4,6-trimethylaniline (1 g, 7.40 mmol) in methylene chloride (25 mL) at -50° C. was added successively N,N-diisopropylethylamine (1.58 mL, 8.14 mmol, 1.1 eq) and bromoacetyl bromide (0.72 mL, 7.40 mmol, 1 eq) such that the temperature did not exceed -40° C. On completion of the addition, the cooling bath was removed, and the reaction mixture was allowed to warm to room temperature. After stirring for a further 30 minutes, the mixture was diluted with ether (70 mL) and p... The reactants are CCOC(C)=O, COc1cc([N+](=O)[O-])ccc1Cl, [H-], OCCN1CCCC1, [Na+], CN(C)C=O. Yields the product COc1cc([N+](=O)[O-])ccc1OCCN1CCCC1. RXN SMILES: [CH3:28][CH2:29][O:30][C:31]([CH3:32])=[O:33].[Cl:11][c:12]1[c:13]([O:21][CH3:22])[cH:14][c:15]([N+:18](=[O:19])[O-:20])[cH:16][cH:17]1.[H-:2].[N:3]1([CH2:8][CH2:9][OH:10])[CH2:4][CH2:5][CH2:6][CH2:7]1.[Na+:1].[O:23]=[CH:24][N:25]([CH3:26])[CH3:27]>>[N:3]1([CH2:8][CH2:9][O:10][c:12]2[c:13]([O:21][CH3:22])[cH:14][c:15]([N+:18](=[O:19])[O-:20])[cH:16][cH:17]2)[CH2:4][CH2:5][CH2:6][CH2:7]1.